From a dataset of the Open Reaction Database (ORD), a public repository of structured organic reaction records. describe an organic reaction: reactants, conditions, products, and yield Reactants: COC(=O)c1ccc(Cc2c[nH]c3ccc(C(=O)OCc4ccccc4)cc23)c(OC)c1, CN(C)C=O, Cl, [H-], CI, [Na+], O. Yields the product COC(=O)c1ccc(Cc2cn(C)c3ccc(C(=O)OCc4ccccc4)cc23)c(OC)c1. As a reaction SMILES: [CH2:1]([c:2]1[cH:3][cH:4][cH:5][cH:6][cH:7]1)[O:8][C:9](=[O:10])[c:11]1[cH:12][c:13]2[c:14]([CH2:20][c:21]3[c:22]([O:31][CH3:32])[cH:23][c:24]([C:25](=[O:26])[O:27][CH3:28])[cH:29][cH:30]3)[cH:15][nH:16][c:17]2[cH:18][cH:19]1.[CH3:37][N:38]([CH3:39])[CH:40]=[O:41].[ClH:43].[H-:33].[I:35][CH3:36].[Na+:34].[OH2:42]>>[CH2:1]([c:2]1[cH:3][cH:4][cH:5][cH:6][cH:7]1)[O:8][C:9](=[O:10])[c:11]1[cH:12][c:13]2[c:14]([CH2:20][c:21]3[c:22]([O:31][CH3:32])[cH:23][c:24]([C:25](=[O:26])[O:27][CH3:28])[cH:29][cH:30]3)[cH:15][n:16]([CH3:36])[c:17]2[cH:18][cH:19]1. The reactants are C1=CC=C(C(=C1)C#N)C#N (o-phthalodinitrile), [Ti](Cl)(Cl)(Cl)Cl (titanium tetrachloride). Solvent: ClC1=CC=CC2=CC=CC=C12 (α-chloronaphthalene). Reaction conditions: temperature 225 celsius, time 3 hour. The product is Cl[Ti]Cl.C=1C=CC=2C(C1)=C3NC2N=C4C=5C=CC=CC5C(=N4)N=C6C=7C=CC=CC7C(N6)=NC=8C=9C=CC=CC9C(=N3)N8 (dichlorotitanium phthalocyanine). Reaction SMILES: [CH:1]1[CH:6]=[C:5]([C:7]#[N:8])[C:4]([C:9]#[N:10])=[CH:3][CH:2]=1.[Ti:11](Cl)(Cl)([Cl:13])[Cl:12]>ClC1C2C(=CC=CC=2)C=CC=1>[Cl:12][Ti:11][Cl:13].[CH:1]1[CH:2]=[CH:3][C:4]2[C:5](=[C:7]3[N:8]=[C:7]4[N:10]=[C:9]([C:4]5[CH:3]=[CH:2][CH:1]=[CH:6][C:5]=54)[N:10]=[C:9]4[NH:8][C:7]([C:5]5[CH:6]=[CH:1][CH:2]=[CH:3][C:4]=54)=[N:10][C:9]4=[N:8][C:7]([C:5]5[CH:6]=[CH:1][CH:2]=[CH:3][C:4]=54)=[N:10][C:9]=2[NH:8]3)[CH:6]=1 |f:3.4|. Reported procedure: 40 g of o-phthalodinitrile, 18 g of titanium tetrachloride and 500 ml of α-chloronaphthalene were heated and stirred under a nitrogen atmosphere at 200 to 250° C. for 3 hours to react them, and after allowed to be cooled to 100 to 130° C., the reaction product was filtrated while hot and washed with 200 ml of α-chloronaphthalene heated to 100° C., so as to obtain a crude product of dichlorotitanium phthalocyanine. The crude product was washed successively with 200 ml of α-chloronaphthalene and 2...